From a dataset of the Open Reaction Database (ORD), a public repository of structured organic reaction records. describe an organic reaction: reactants, conditions, products, and yield Reactants: NC(C(O)C1=CC(=CC=C1)F)CC1=CC=C(C=C1)C(F)(F)F ((1RS,2SR)-2-amino-1-(3-fluorophenyl)-3-(4-(trifluoromethyl)phenyl)-1-propanol), C=1(C=CC=C2C1C=CCCC2)C(=O)O (6,7-dihydro-5H-benzo[a]cycloheptene-1-carboxylic acid), Cl.C(C)N=C=NCCCN(C)C (1-ethyl-3-(3-dimethylaminopropyl)carbodiimide hydrochloride), ON1N=NC2=C1C=CC=C2 (1-hydroxy-1H-benzotriazole). The solvent is O (water), C(C)#N (acetonitrile). Conditions: time 8 hour. The product is FC=1C=C(C=CC1)C(C(CC1=CC=C(C=C1)C(F)(F)F)NC(=O)C=1C=CC=C2C1C=CCCC2)O (N-((1RS,2SR)-2-(3-fluorophenyl)-2-hydroxy-1-((4-(trifluoromethyl)phenyl)methyl)ethyl)-6,7-dihydro-5H-benzo[a]cycloheptene-1-carboxamide). Isolated yield 81.6%. As a reaction SMILES: [NH2:1][CH:2]([CH2:12][C:13]1[CH:18]=[CH:17][C:16]([C:19]([F:22])([F:21])[F:20])=[CH:15][CH:14]=1)[CH:3]([C:5]1[CH:10]=[CH:9][CH:8]=[C:7]([F:11])[CH:6]=1)[OH:4].[C:23]1([C:34](O)=[O:35])[CH:24]=[CH:25][CH:26]=[C:27]2[CH2:33][CH2:32][CH2:31][CH:30]=[CH:29][C:28]=12.Cl.C(N=C=NCCCN(C)C)C.ON1C2C=CC=CC=2N=N1>C(#N)C.O>[F:11][C:7]1[CH:6]=[C:5]([CH:3]([OH:4])[CH:2]([NH:1][C:34]([C:23]2[CH:24]=[CH:25][CH:26]=[C:27]3[CH2:33][CH2:32][CH2:31][CH:30]=[CH:29][C:28]=23)=[O:35])[CH2:12][C:13]2[CH:14]=[CH:15][C:16]([C:19]([F:22])([F:20])[F:21])=[CH:17][CH:18]=2)[CH:10]=[CH:9][CH:8]=1 |f:2.3|. Procedure details: To a solution of (1RS,2SR)-2-amino-1-(3-fluorophenyl)-3-(4-(trifluoromethyl)phenyl)-1-propanol (167 mg, 0.53 mmol) in acetonitrile (20 ml) were added 6,7-dihydro-5H-benzo[a]cycloheptene-1-carboxylic acid (100 mg, 0.53 mmol), 1-ethyl-3-(3-dimethylaminopropyl)carbodiimide hydrochloride (153 mg, 0.80 mmol) and 1-hydroxy-1H-benzotriazole (81 mg, 0.53 mmol) and the mixture was stirred overnight at room temperature. The reaction solution was diluted with water (100 ml) and extracted with ethyl acetate... Reactants: ClC=1C=CC2=C(C1)[C@H]1OCCN[C@@H]1CCO2 (trans-10-chloro-3,4,4a,5,6,11b-hexahydro-2H-[1]benzoxepino[5,4-b]-1,4-oxazine), C(\C=C/C(=O)O)(=O)O.CN1[C@H]2[C@H](OCC1)C1=C(OCC2)C=CC=C1 (trans-3,4,4a,5,6,11b-hexahydro-4-methyl-2H-[1]benzoxepino[5,4-b]-1,4-oxazine maleate). Yields the product C(\C=C/C(=O)O)(=O)O.ClC=1C=CC2=C(C1)[C@H]1OCCN([C@@H]1CCO2)C (trans-10-chloro-3,4,4a,5,6,11b-hexahydro-4-methyl-2H-[1]benzoxepino[5,4-b]-1,4-oxazine maleate). Reaction SMILES: [Cl:1][C:2]1[CH:3]=[CH:4][C:5]2[O:16][CH2:15][CH2:14][C@@H:13]3[C@H:8]([O:9][CH2:10][CH2:11][NH:12]3)[C:6]=2[CH:7]=1.[C:17]([OH:24])(=[O:23])/[CH:18]=[CH:19]\[C:20]([OH:22])=[O:21].[CH3:25]N1CCO[C@@H]2C3C=CC=CC=3OCC[C@@H]12>>[C:17]([OH:24])(=[O:23])/[CH:18]=[CH:19]\[C:20]([OH:22])=[O:21].[Cl:1][C:2]1[CH:3]=[CH:4][C:5]2[O:16][CH2:15][CH2:14][C@@H:13]3[C@H:8]([O:9][CH2:10][CH2:11][N:12]3[CH3:25])[C:6]=2[CH:7]=1 |f:1.2,3.4|. Reported procedure: Following essentially the same procedure but substituting trans-10-chloro-3,4,4a,5,6,11b-hexahydro-2H-[1]benzoxepino[5,4-b]-1,4-oxazine for the trans-3,4,4a,5,6,11b-hexahydro-2H-[1]benzoxepino[5,4-b]-1,4-oxazine above, results in the formation of trans-10-chloro-3,4,4a,5,6,11b-hexahydro-4-methyl-2H-[1]benzoxepino[5,4-b]-1,4-oxazine maleate having a mp. 142°-143° C. Starting materials: ClC1=C(C=C(C=C1)NC(CC(CC(=O)O)C)=O)C=C(C(=O)OCC)Cl (N-[4-chloro-3-(2-chloro-2-ethoxycarbonylethenyl)phenyl]-3-methylglutaric acid monoamide), C(C)(=O)[O-].[Na+] (sodium acetate). The solvent is C(C)(=O)OC(C)=O (acetic anhydride). Yields the product ClC1=C(C=C(C=C1)N1C(CC(CC1=O)C)=O)C=C(C(=O)OCC)Cl (N-[4-Chloro-3-(2-chloro-2-ethoxycarbonylethenyl)phenyl]-3-methylglutaric acid imide). Reaction SMILES: [Cl:1][C:2]1[CH:7]=[CH:6][C:5]([NH:8][C:9](=[O:17])[CH2:10][CH:11]([CH3:16])[CH2:12][C:13]([OH:15])=O)=[CH:4][C:3]=1[CH:18]=[C:19]([Cl:25])[C:20]([O:22][CH2:23][CH3:24])=[O:21].C([O-])(=O)C.[Na+]>C(OC(=O)C)(=O)C>[Cl:1][C:2]1[CH:7]=[CH:6][C:5]([N:8]2[C:9](=[O:17])[CH2:10][CH:11]([CH3:16])[CH2:12][C:13]2=[O:15])=[CH:4][C:3]=1[CH:18]=[C:19]([Cl:25])[C:20]([O:22][CH2:23][CH3:24])=[O:21] |f:1.2|. Procedure details: A solution of 2.8 g of N-[4-chloro-3-(2-chloro-2-ethoxycarbonylethenyl)phenyl]-3-methylglutaric acid monoamide and 0.1 g of sodium acetate in 50 ml of acetic anhydride was stirred at 95° C. for 2 h. The solvent was then removed. After dissolving the residue in 150 ml of dichloromethane, it was washed with sodium hydrogen-carbonate solution, water and sodium chloride solution, dried and concentrated in vacuo. The residue which remained was crystallized using petroleum ether, and the crystals were... Reactants: FC1=CC=C(C=C1)C#CN1C2=C(C=3C=C(C=CC13)C(=O)O)CN(CC2)C (5-(4-Fluoro-phenylethynyl)-2-methyl-2,3,4,5-tetrahydro-1H-pyrido[4,3-b]indole-8-carboxylic acid), CN (Methyl amine), C1CCOC1 (THF), CCN=C=NCCCN(C)C.Cl (EDCI.HCl). The solvent is CN(C)C=O (DMF). Reaction conditions: time 8 hour. The product is FC1=CC=C(C=C1)C#CN1C2=C(C=3C=C(C=CC13)C(=O)NC)CN(CC2)C (5-((4-fluorophenyl)ethynyl)-N,2-dimethyl-2,3,4,5-tetrahydro-1H-pyrido[4,3-b]indole-8-carboxamide). As a reaction SMILES: [F:1][C:2]1[CH:7]=[CH:6][C:5]([C:8]#[C:9][N:10]2[C:18]3[CH:17]=[CH:16][C:15]([C:19](O)=[O:20])=[CH:14][C:13]=3[C:12]3[CH2:22][N:23]([CH3:26])[CH2:24][CH2:25][C:11]2=3)=[CH:4][CH:3]=1.C[CH2:28][N:29]=C=NCCCN(C)C.Cl.CN.C1COCC1>CN(C=O)C>[F:1][C:2]1[CH:3]=[CH:4][C:5]([C:8]#[C:9][N:10]2[C:18]3[CH:17]=[CH:16][C:15]([C:19]([NH:29][CH3:28])=[O:20])=[CH:14][C:13]=3[C:12]3[CH2:22][N:23]([CH3:26])[CH2:24][CH2:25][C:11]2=3)=[CH:6][CH:7]=1 |f:1.2|. Procedure: 5-(4-Fluoro-phenylethynyl)-2-methyl-2,3,4,5-tetrahydro-1H-pyrido[4,3-b]indole-8-carboxylic acid (20 mg, 0.0044 mmol) was dissolved in DMF and EDCI.HCl (42.17 mg, 0.22 mmol) was added. Methyl amine (2.0 M) in THF (0.0446 mL, 0.0089 mmol) was added. The reaction mixture was stirred at RT overnight. The progress of reaction was monitored by TLC and LCMS. The DMF was evaporated under vacuum and the product purified by HPLC. 1H NMR (CD3OD, TFA salt) δ (ppm): 8.05 (s, 1H), 7.82 (d, 1H), 7.62 (m, 3H), ...